From a dataset of the Open Reaction Database (ORD), a public repository of structured organic reaction records. describe an organic reaction: reactants, conditions, products, and yield The reactants are NC=1SC=2CCN(CCC2N1)C\C=C\C1=CC=C(C=C1)C#N ((E)-2-amino-6-(3-(4-cyano-phenyl)allyl)-4,5,7,8-tetrahydro-6H-thiazolo[5,4-d]azepine), Cl (hydrochloric acid). Solvent: C(C)O (ethanol). The product is Cl.NC=1SC=2CCN(CCC2N1)C\C=C\C1=CC=C(C=C1)C#N ((E)-2-Amino-6-(3-(4-cyano-phenyl)allyl)-4,5,7,8-tetrahydro-6H-thiazolo[5,4-d]azepine hydrochloride). As a reaction SMILES: [NH2:1][C:2]1[S:3][C:4]2[CH2:5][CH2:6][N:7]([CH2:12]/[CH:13]=[CH:14]/[C:15]3[CH:20]=[CH:19][C:18]([C:21]#[N:22])=[CH:17][CH:16]=3)[CH2:8][CH2:9][C:10]=2[N:11]=1.[ClH:23]>C(O)C>[ClH:23].[NH2:1][C:2]1[S:3][C:4]2[CH2:5][CH2:6][N:7]([CH2:12]/[CH:13]=[CH:14]/[C:15]3[CH:16]=[CH:17][C:18]([C:21]#[N:22])=[CH:19][CH:20]=3)[CH2:8][CH2:9][C:10]=2[N:11]=1 |f:3.4|. Procedure: 2.25 ml of IN hydrochloric acid are added to 0.70 g (2.25 mmol) of (E)-2-amino-6-(3-(4-cyano-phenyl)allyl)-4,5,7,8-tetrahydro-6H-thiazolo[5,4-d]azepine in 10 ml of ethanol and the mixture is heated until the solution is clear. It is then cooled in an ice bath. The slowly precipitated crystals are filtered off. After washing with ethanol and with ether and drying at 100° C./4 torr, the monohydrochloride is obtained. Yield: 0.46 g (59% of theory), Melting point: 237° C. (decomp.). Reactants: resultant solution, OO (Hydrogen peroxide), C1(=CC=CC=C1)SCC1=CC=C(C(=C1C(=O)OCC)OC)CC (ethyl 6-(phenylthiomethyl)-3-ethyl-2-methoxybenzoate), C1(=CC=CC=C1)SCC1=CC=C(C(=C1C(=O)OCC)OC)CC (ethyl 6-(phenylthiomethyl)-3-ethyl-2-methoxybenzoate), C(C)(=O)O (acetic acid), [OH-].[Li+] (lithium hydroxide). Solvent: O1CCOCC1 (dioxane), O (water). Conditions: temperature 60 celsius. The product is C1(=CC=CC=C1)S(=O)(=O)CC1=CC=C(C(=C1C(=O)O)OC)CC (6-(benzenesulphonylmethyl)-3-ethyl-2-methoxy-benzoic acid). RXN SMILES: OO.[C:3]1([S:9][CH2:10][C:11]2[C:16]([C:17]([O:19]CC)=[O:18])=[C:15]([O:22][CH3:23])[C:14]([CH2:24][CH3:25])=[CH:13][CH:12]=2)[CH:8]=[CH:7][CH:6]=[CH:5][CH:4]=1.[OH-:26].[Li+].C(O)(=[O:30])C>O1CCOCC1.O>[C:3]1([S:9]([CH2:10][C:11]2[C:16]([C:17]([OH:19])=[O:18])=[C:15]([O:22][CH3:23])[C:14]([CH2:24][CH3:25])=[CH:13][CH:12]=2)(=[O:30])=[O:26])[CH:8]=[CH:7][CH:6]=[CH:5][CH:4]=1 |f:2.3|. Reported procedure: Hydrogen peroxide (30% aqueous solution, 0.117 ml) was added to a solution of ethyl 6-(phenylthiomethyl)-3-ethyl-2-methoxybenzoate (Intermediate 19, 0.057 g) in acetic acid (1.7 ml) and the resultant solution was stirred and heated at 60° C. for 2 hours. After cooling, the solution was evaporated to dryness to give the crude sulphone. The residue was dissolved in a mixture of dioxane (1 ml) and water (1 ml) and lithium hydroxide (0.072 g) was added. The mixture was stirred and heated in the micr... Reactants: C1CCOC1, CI, CCOC(C)=O, CN(C)C=O, [H-], [Na+], O, COC(=O)c1cc2c(nc1C)C(=NO)CCC2. Product: CON=C1CCCc2cc(C(=O)OC)c(C)nc21. RXN SMILES: [CH2:18]1[O:19][CH2:20][CH2:21][CH2:22]1.[CH3:25][I:26].[CH3:27][CH2:28][O:29][C:30](=[O:31])[CH3:32].[CH3:34][N:35]([CH3:36])[CH:37]=[O:38].[H-:23].[Na+:24].[OH2:33].[OH:1][N:2]=[C:3]1[CH2:4][CH2:5][CH2:6][c:7]2[c:8]1[n:9][c:10]([CH3:17])[c:11]([C:13](=[O:14])[O:15][CH3:16])[cH:12]2>>[O:1]([N:2]=[C:3]1[CH2:4][CH2:5][CH2:6][c:7]2[c:8]1[n:9][c:10]([CH3:17])[c:11]([C:13](=[O:14])[O:15][CH3:16])[cH:12]2)[CH3:18]. Starting materials: COC(=O)CN(C)Cc1cc(Cl)ccc1OCC(=O)N1CC(C)N(Cc2ccc(F)cc2)CC1C, [Li+], C1CCOC1, [OH-], O, O. Yields the product CC1CN(C(=O)COc2ccc(Cl)cc2CN(C)CC(=O)O)C(C)CN1Cc1ccc(F)cc1. RXN SMILES: [CH3:1][O:2][C:3]([CH2:4][N:5]([CH3:6])[CH2:7][c:8]1[c:9]([O:15][CH2:16][C:17](=[O:18])[N:19]2[CH:20]([CH3:34])[CH2:21][N:22]([CH2:26][c:27]3[cH:28][cH:29][c:30]([F:33])[cH:31][cH:32]3)[CH:23]([CH3:25])[CH2:24]2)[cH:10][cH:11][c:12]([Cl:14])[cH:13]1)=[O:35].[Li+:43].[O:36]1[CH2:37][CH2:38][CH2:39][CH2:40]1.[OH-:42].[OH2:41].[OH2:44]>>[O:2]=[C:3]([CH2:4][N:5]([CH3:6])[CH2:7][c:8]1[c:9]([O:15][CH2:16][C:17](=[O:18])[N:19]2[CH:20]([CH3:34])[CH2:21][N:22]([CH2:26][c:27]3[cH:28][cH:29][c:30]([F:33])[cH:31][cH:32]3)[CH:23]([CH3:25])[CH2:24]2)[cH:10][cH:11][c:12]([Cl:14])[cH:13]1)[OH:35]. Starting materials: C(#N)C1=CC(=NC=C1)C=O (4-cyano-2-pyridine-carboxaldehyde), OCC1=NC=CC(=C1)CN1CCOCC1 (2-hydroxymethyl-4-(4-morpholinyl)methylpyridine). The product is N1(CCOCC1)CC1=CC(=NC=C1)C=O (4-(4-morpholinyl)methyl-2-pyridine carboxaldehyde). Isolated yield 45.4%. Reaction SMILES: C(C1C=CN=C(C=O)C=1)#N.[OH:11][CH2:12][C:13]1[CH:18]=[C:17]([CH2:19][N:20]2[CH2:25][CH2:24][O:23][CH2:22][CH2:21]2)[CH:16]=[CH:15][N:14]=1>>[N:20]1([CH2:19][C:17]2[CH:16]=[CH:15][N:14]=[C:13]([CH:12]=[O:11])[CH:18]=2)[CH2:25][CH2:24][O:23][CH2:22][CH2:21]1. Reported procedure: In a manner similar to that reported for the preparation of 4-cyano-2-pyridine-carboxaldehyde, 2-hydroxymethyl-4-(4-morpholinyl)methylpyridine (2.29 g, 11.01 mmol) gave 1.03 g (45%) of 4-(4-morpholinyl)methyl-2-pyridine carboxaldehyde. Reactants: ClC1=CC=C(C=C1)C=1N(C(NN1)=O)C[C@@H](C(F)(F)F)O (5-(4-Chlorophenyl)-4-[(2S)-3,3,3-trifluoro-2-hydroxypropyl]-2,4-dihydro-3H-1,2,4-triazol-3-one), BrCC=1SC(=CN1)C1=C(C(=CC=C1)C(F)(F)F)F (2-(Bromomethyl)-5-[2-fluoro-3-(trifluoromethyl)phenyl]-1,3-thiazole). Yields the product ClC1=CC=C(C=C1)C=1N(C(N(N1)CC=1SC(=CN1)C1=C(C(=CC=C1)C(F)(F)F)F)=O)C[C@@H](C(F)(F)F)O (5-(4-Chlorophenyl)-2-({5-[2-fluoro-3-(trifluoromethyl)phenyl]-1,3-thiazol-2-yl}methyl)-4-[(2S)-3,3,3-trifluoro-2-hydroxypropyl]-2,4-dihydro-3H-1,2,4-triazol-3-one). As a reaction SMILES: [Cl:1][C:2]1[CH:7]=[CH:6][C:5]([C:8]2[N:9]([CH2:14][C@H:15]([OH:20])[C:16]([F:19])([F:18])[F:17])[C:10](=[O:13])[NH:11][N:12]=2)=[CH:4][CH:3]=1.Br[CH2:22][C:23]1[S:24][C:25]([C:28]2[CH:33]=[CH:32][CH:31]=[C:30]([C:34]([F:37])([F:36])[F:35])[C:29]=2[F:38])=[CH:26][N:27]=1>>[Cl:1][C:2]1[CH:7]=[CH:6][C:5]([C:8]2[N:9]([CH2:14][C@H:15]([OH:20])[C:16]([F:18])([F:19])[F:17])[C:10](=[O:13])[N:11]([CH2:22][C:23]3[S:24][C:25]([C:28]4[CH:33]=[CH:32][CH:31]=[C:30]([C:34]([F:37])([F:35])[F:36])[C:29]=4[F:38])=[CH:26][N:27]=3)[N:12]=2)=[CH:4][CH:3]=1. Reported procedure: 55 mg (0.18 mmol) of the compound from Example 5A were reacted with 61 mg (0.18 mmol) of the compound from Example 91A analogously to the preparation of the compound in Example 77. This gave 55 mg (52% of theory) of the title compound. Reactants: BrC1=NC=CC2=C1SC(=N2)C2=C(C=CC=C2Cl)Cl (4-bromo-2-(2,6-dichlorophenyl)thiazolo[5,4-c]pyridine), N1N=CC(=C1)N (1H-pyrazol-4-amine), CC1(C2=C(C(=CC=C2)P(C3=CC=CC=C3)C4=CC=CC=C4)OC5=C(C=CC=C51)P(C6=CC=CC=C6)C7=CC=CC=C7)C (XantPhos), C(=O)([O-])[O-].[Cs+].[Cs+] (Cs2CO3). Reagents/catalysts: C=1C=CC(=CC1)/C=C/C(=O)/C=C/C2=CC=CC=C2.C=1C=CC(=CC1)/C=C/C(=O)/C=C/C2=CC=CC=C2.C=1C=CC(=CC1)/C=C/C(=O)/C=C/C2=CC=CC=C2.[Pd].[Pd] (Pd2(dba)3). Run in O1CCOCC1 (dioxane). Yields the product ClC1=C(C(=CC=C1)Cl)C=1SC=2C(=NC=CC2N1)NC=1C=NNC1 (2-(2,6-Dichlorophenyl)-N-(1H-pyrazol-4-yl)thiazolo[5,4-c]pyridin-4-amine). The yield is 19.5%. Reaction SMILES: Br[C:2]1[C:7]2[S:8][C:9]([C:11]3[C:16]([Cl:17])=[CH:15][CH:14]=[CH:13][C:12]=3[Cl:18])=[N:10][C:6]=2[CH:5]=[CH:4][N:3]=1.[NH:19]1[CH:23]=[C:22]([NH2:24])[CH:21]=[N:20]1.CC1(C)C2C(=C(P(C3C=CC=CC=3)C3C=CC=CC=3)C=CC=2)OC2C(P(C3C=CC=CC=3)C3C=CC=CC=3)=CC=CC1=2.C([O-])([O-])=O.[Cs+].[Cs+]>O1CCOCC1.C1C=CC(/C=C/C(/C=C/C2C=CC=CC=2)=O)=CC=1.C1C=CC(/C=C/C(/C=C/C2C=CC=CC=2)=O)=CC=1.C1C=CC(/C=C/C(/C=C/C2C=CC=CC=2)=O)=CC=1.[Pd].[Pd]>[Cl:18][C:12]1[CH:13]=[CH:14][CH:15]=[C:16]([Cl:17])[C:11]=1[C:9]1[S:8][C:7]2[C:2]([NH:24][C:22]3[CH:23]=[N:19][NH:20][CH:21]=3)=[N:3][CH:4]=[CH:5][C:6]=2[N:10]=1 |f:3.4.5,7.8.9.10.11|. Reported procedure: To a microwave tube was added 4-bromo-2-(2,6-dichlorophenyl)thiazolo[5,4-c]pyridine (60 mg, 0.17 mmol), 1H-pyrazol-4-amine (0.018 g, 0.22 mmol), Pd2(dba)3 (0.013 g, 0.017 mmol), XantPhos (0.017 g, 0.034 mmol) and Cs2CO3 (0.11 g, 0.34 mmol) in dioxane (3.0 mL). The mixture was degassed with N2 for 10 minutes and then irradiated in a microwave reactor at 160° C. for 2 hours. After cooling to room temperature the solid was removed via filtration. The filtrate was concentrated under reduced pressure... Run in CS(=O)C (dimethyl sulfoxide). The product is NC=1N=NC(=C(N1)N)C1=CC=C(C=C1)Cl (3,5-Diamino-6-(4-chlorophenyl)-1,2,4-triazine), ClC1=CC=C(C(=O)C#N)C=C1 (4-chlorobenzoyl cyanide). Procedure details: The title compound was prepared as in Example 2(a) from 4-chlorobenzoyl cyanide amidinohydrazone obtained in Example 7. The solvent for the ring closure was a mixture of 1-propanol and dimethyl sulfoxide (4:1). Total yield (from 4-chlorobenzoyl cyanide): 72%; m.p. 219-221° C. (uncorrected). Reactants: C(N)(=N)NN=C(C1=CC=C(C=C1)Cl)C#N (4-Chlorobenzoyl cyanide amidinohydrazone), C(CC)O (1-propanol). Reaction SMILES: [C:1]([NH:4][N:5]=[C:6]([C:14]#[N:15])[C:7]1[CH:12]=[CH:11][C:10]([Cl:13])=[CH:9][CH:8]=1)(=[NH:3])[NH2:2].C([OH:19])CC>CS(C)=O>[NH2:3][C:1]1[N:4]=[N:5][C:6]([C:7]2[CH:12]=[CH:11][C:10]([Cl:13])=[CH:9][CH:8]=2)=[C:14]([NH2:15])[N:2]=1.[Cl:13][C:10]1[CH:11]=[CH:12][C:7]([C:6]([C:14]#[N:15])=[O:19])=[CH:8][CH:9]=1. The product is CC1=C(N=C(O1)C1=CC=CC=C1)COC1=CC=C(CN2C=C(C(=C2)C2=NC=CC=C2)/C=C/C(=O)OCC)C=C1 (ethyl(E)-3-[1-[4-(5-methyl-2-phenyl-4-oxazolylmethoxy)benzyl]-4-(2-pyridyl)-3-pyrrolyl]propenoate). RXN SMILES: [H-].[Na+].C(OP([CH2:11][C:12]([O:14][CH2:15][CH3:16])=[O:13])(OCC)=O)C.[CH3:17][C:18]1[O:22][C:21]([C:23]2[CH:28]=[CH:27][CH:26]=[CH:25][CH:24]=2)=[N:20][C:19]=1[CH2:29][O:30][C:31]1[CH:50]=[CH:49][C:34]([CH2:35][N:36]2[CH:40]=[C:39]([C:41]3[CH:46]=[CH:45][CH:44]=[CH:43]C=3)[C:38]([CH:47]=O)=[CH:37]2)=[CH:33][CH:32]=1.O.C[N:53](C)C=O>>[CH3:17][C:18]1[O:22][C:21]([C:23]2[CH:28]=[CH:27][CH:26]=[CH:25][CH:24]=2)=[N:20][C:19]=1[CH2:29][O:30][C:31]1[CH:32]=[CH:33][C:34]([CH2:35][N:36]2[CH:40]=[C:39]([C:41]3[CH:46]=[CH:45][CH:44]=[CH:43][N:53]=3)[C:38](/[CH:47]=[CH:11]/[C:12]([O:14][CH2:15][CH3:16])=[O:13])=[CH:37]2)=[CH:49][CH:50]=1 |f:0.1|. Reactants: O (water), [H-].[Na+] (Sodium hydride), C(C)OP(=O)(OCC)CC(=O)OCC (ethyl diethylphosphonoacetate), CN(C=O)C (N,N-dimethylformamide), CC1=C(N=C(O1)C1=CC=CC=C1)COC1=CC=C(CN2C=C(C(=C2)C2=CC=CC=C2)C=O)C=C1 (1-[4-(5-methyl-2-phenyl-4-oxazolylmethoxy)benzyl]-4-phenylpyrrole-3-carbaldehyde), CN(C=O)C (N,N-dimethylformamide). Procedure: Sodium hydride (60%, oily, 0.17 g) was added to a mixture of ethyl diethylphosphonoacetate (1.00 g) and N,N-dimethylformamide (5 ml) at 0° C., and the mixture was stirred at room temperature for 30 minutes. A solution of 1-[4-(5-methyl-2-phenyl-4-oxazolylmethoxy)benzyl]-4-phenylpyrrole-3-carbaldehyde (1.65° g) in N,N-dimethylformamide (10 ml) was added slowly to the mixture, which was stirred at room temperature for 3 hours. The reaction mixture was poured into water, which was extracted with et... Yield: 96.0%. Conditions: time 30 minute. RXN SMILES: [OH:1][C:2]1[C:3]([C:16]2[CH:17]=[C:18]([CH:24]=[CH:25][C:26]([O:28]CC)=[O:27])[CH:19]=[CH:20][C:21]=2[O:22][CH3:23])=[CH:4][C:5]2[C:6]([CH3:15])([CH3:14])[CH2:7][CH2:8][C:9]([CH3:13])([CH3:12])[C:10]=2[CH:11]=1.[CH3:31][O:32][CH2:33][O:34][C:35]1[CH:42]=[CH:41][C:38]([CH2:39]Cl)=[CH:37][CH:36]=1>>[CH3:23][O:22][C:21]1[CH:20]=[CH:19][C:18]([CH:24]=[CH:25][C:26]([OH:28])=[O:27])=[CH:17][C:16]=1[C:3]1[C:2]([O:1][CH2:39][C:38]2[CH:41]=[CH:42][C:35]([O:34][CH2:33][O:32][CH3:31])=[CH:36][CH:37]=2)=[CH:11][C:10]2[C:9]([CH3:13])([CH3:12])[CH2:8][CH2:7][C:6]([CH3:15])([CH3:14])[C:5]=2[CH:4]=1. The reactants are OC=1C(=CC=2C(CCC(C2C1)(C)C)(C)C)C=1C=C(C=CC1OC)C=CC(=O)OCC (ethyl 3-[3-(3-hydroxy-5,5,8,8-tetramethyl-5,6,7,8-tetrahydro-2-naphthyl)-4-methoxyphenyl]acrylate), COCOC1=CC=C(CCl)C=C1 (4-methoxymethoxybenzyl chloride). Product: COC1=C(C=C(C=C1)C=CC(=O)O)C1=CC=2C(CCC(C2C=C1OCC1=CC=C(C=C1)OCOC)(C)C)(C)C (3-{4-methoxy-3-[3-(4-methoxymethoxybenzyloxy)-5,5,8,8-tetramethyl-5,6,7,8-tetrahydro-2-naphthyl]phenyl}acrylic Acid). Reported procedure: In a manner similar to that of Example 1(a), by reaction of 2.5 g (6.12 mmol) of ethyl 3-[3-(3-hydroxy-5,5,8,8-tetramethyl-5,6,7,8-tetrahydro-2-naphthyl)-4-methoxyphenyl]acrylate obtained in Example 13(f) with 1.26 g (6.73 mmol) of 4-methoxymethoxybenzyl chloride obtained above, 3.0 g (87%) of the expected compound were obtained in the form of a white powder having a melting point of 106°-108° C. Isolated yield 92.4%.